Dataset: the Open Reaction Database (ORD), a public repository of structured organic reaction records. Task: describe an organic reaction: reactants, conditions, products, and yield Reaction SMILES: [CH2:1]([c:2]1[cH:3][cH:4][cH:5][cH:6][cH:7]1)[O:8][CH2:9][CH:10]([CH2:11][CH:12]1[N:13]([C:19](=[O:20])[O:21][C:22]([CH3:23])([CH3:24])[CH3:25])[C:14]([CH3:17])([CH3:18])[O:15][CH2:16]1)[CH:26]([CH3:27])[CH3:28].[O:29]1[CH2:30][CH2:31][CH2:32][CH2:33]1>>[OH:8][CH2:9][CH:10]([CH2:11][CH:12]1[N:13]([C:19](=[O:20])[O:21][C:22]([CH3:23])([CH3:24])[CH3:25])[C:14]([CH3:17])([CH3:18])[O:15][CH2:16]1)[CH:26]([CH3:27])[CH3:28]. Starting materials: CC(C)C(COCc1ccccc1)CC1COC(C)(C)N1C(=O)OC(C)(C)C, C1CCOC1. The product is CC(C)C(CO)CC1COC(C)(C)N1C(=O)OC(C)(C)C.